From a dataset of the Open Reaction Database (ORD), a public repository of structured organic reaction records. describe an organic reaction: reactants, conditions, products, and yield Reactants: N#CNC(=N)N, CCCCO, NC1CC1, Cl, [Na], O. Yields the product N#CNC(=N)NC1CC1. RXN SMILES: [C:7](#[N:8])[NH:9][C:10](=[NH:11])[NH2:12].[CH2:13]([OH:14])[CH2:15][CH2:16][CH3:17].[CH:2]1([NH2:5])[CH2:3][CH2:4]1.[ClH:1].[Na:6].[OH2:18]>>[CH:2]1([NH:5][C:10]([NH:9][C:7]#[N:8])=[NH:11])[CH2:3][CH2:4]1. The reactants are COC(=O)C1CC(=O)N(c2ccc(OCc3ccc(F)cc3)cc2)C1, CN, CCO. Product: CNC(=O)C1CC(=O)N(c2ccc(OCc3ccc(F)cc3)cc2)C1. Reaction SMILES: [CH3:1][O:2][C:3](=[O:4])[CH:5]1[CH2:6][N:7]([c:11]2[cH:12][cH:13][c:14]([O:17][CH2:18][c:19]3[cH:20][cH:21][c:22]([F:25])[cH:23][cH:24]3)[cH:15][cH:16]2)[C:8](=[O:10])[CH2:9]1.[CH3:26][NH2:27].[CH3:28][CH2:29][OH:30]>>[O:2]=[C:3]([CH:5]1[CH2:6][N:7]([c:11]2[cH:12][cH:13][c:14]([O:17][CH2:18][c:19]3[cH:20][cH:21][c:22]([F:25])[cH:23][cH:24]3)[cH:15][cH:16]2)[C:8](=[O:10])[CH2:9]1)[NH:27][CH3:26].